Dataset: the Open Reaction Database (ORD), a public repository of structured organic reaction records. Task: describe an organic reaction: reactants, conditions, products, and yield Starting materials: CN(C(=O)Cl)c1ccccc1, ClCCl, C1CN2CCN1CC2, CC1(C)CC(=O)N(c2ncc(O)cn2)C(=O)C1. Yields the product CN(C(=O)Oc1cnc(N2C(=O)CC(C)(C)CC2=O)nc1)c1ccccc1. RXN SMILES: [CH3:18][N:19]([C:20](=[O:21])[Cl:22])[c:23]1[cH:24][cH:25][cH:26][cH:27][cH:28]1.[Cl:37][CH2:38][Cl:39].[N:29]12[CH2:30][CH2:31][N:32]([CH2:33][CH2:34]1)[CH2:35][CH2:36]2.[OH:1][c:2]1[cH:3][n:4][c:5]([N:8]2[C:9](=[O:17])[CH2:10][C:11]([CH3:15])([CH3:16])[CH2:12][C:13]2=[O:14])[n:6][cH:7]1>>[O:1]([c:2]1[cH:3][n:4][c:5]([N:8]2[C:9](=[O:17])[CH2:10][C:11]([CH3:15])([CH3:16])[CH2:12][C:13]2=[O:14])[n:6][cH:7]1)[C:20]([N:19]([CH3:18])[c:23]1[cH:24][cH:25][cH:26][cH:27][cH:28]1)=[O:21]. Starting materials: CC(C)(CN)CN (neopentyldiamine), NC(=N)N (guanidine). Product: CC1(CN=C(NC1)N)C (5,5-dimethyl-2-amino-1,4,5,6-tetrahydropyrimidine). As a reaction SMILES: [CH3:1][C:2]([CH2:6][NH2:7])([CH2:4][NH2:5])[CH3:3].[NH2:8][C:9](N)=N>>[CH3:1][C:2]1([CH3:3])[CH2:6][NH:7][C:9]([NH2:8])=[N:5][CH2:4]1. Procedure: The process according to claim 1 wherein a mixture of neopentyldiamine and guanidine hydrohalide is initially reacted to form 5,5-dimethyl-2-amino-1,4,5,6-tetrahydropyrimidine hydrohalide and further reacting the latter with the hydrazine reactant. The reactants are reaction solution, FC1=C(C#N)C(=CC=C1)F (2,6-difluorobenzonitrile), P(=O)([O-])([O-])[O-].[K+].[K+].[K+] (potassium phosphate), FC1=C(C#N)C(=CC=C1)F (2,6-difluorobenzonitrile). Yields the product FC1=C(C(=O)N)C(=CC=C1)F (2,6-difluorobenzamide). RXN SMILES: P([O-])([O-])([O-])=[O:2].[K+].[K+].[K+].[F:9][C:10]1[CH:17]=[CH:16][CH:15]=[C:14]([F:18])[C:11]=1[C:12]#[N:13]>>[F:9][C:10]1[CH:17]=[CH:16][CH:15]=[C:14]([F:18])[C:11]=1[C:12]([NH2:13])=[O:2] |f:0.1.2.3|. Reported procedure: The suspension of the bacterial cells (corresponding to 5.92 mg of the dry cells) obtained in Example 8 was added to 4 ml of the reaction solution containing 10 mM of a potassium phosphate buffer (pH 8.0) and 0.5 M of 2,6-difluorobenzonitrile, and the reaction was conducted at 25° C. with adding 0.5 M of 2,6-difluorobenzonitrile to the reaction solution after 2,4,6 and 8 hours from the initiation of the reaction, respectively. After 22 hours from the initiation of the reaction, 2.5 M (393 g/lit.... Isolated yield 17.9%. As a reaction SMILES: C(O[C:4]([C:11]1[CH:16]=[CH:15][CH:14]=[CH:13][CH:12]=1)(OCC)OCC)C.[CH:17]([C@H:20]1[CH2:24][O:23][C:22](=[O:25])[N:21]1[C:26]1[CH:31]=[CH:30][N:29]=[C:28]([NH:32][C@@H:33]([CH3:38])[C:34]([NH:36][NH2:37])=[O:35])[N:27]=1)([CH3:19])[CH3:18].C(OCC)(=O)C>CCCCCCC>[CH:17]([C@H:20]1[CH2:24][O:23][C:22](=[O:25])[N:21]1[C:26]1[CH:31]=[CH:30][N:29]=[C:28]([NH:32][C@H:33]([C:34]2[O:35][C:4]([C:11]3[CH:16]=[CH:15][CH:14]=[CH:13][CH:12]=3)=[N:37][N:36]=2)[CH3:38])[N:27]=1)([CH3:19])[CH3:18]. Yields the product C(C)(C)[C@@H]1N(C(OC1)=O)C1=NC(=NC=C1)N[C@@H](C)C=1OC(=NN1)C1=CC=CC=C1 ((S)-4-isopropyl-3-(2-(((S)-1-(5-phenyl-1,3,4-oxadiazol-2-yl)ethyl)amino)pyrimidin-4-yl)oxazolidin-2-one). The reactants are C(C)(=O)OCC (ethyl acetate), C(C)OC(OCC)(OCC)C1=CC=CC=C1 ((triethoxymethyl)benzene), C(C)(C)[C@@H]1N(C(OC1)=O)C1=NC(=NC=C1)N[C@H](C(=O)NN)C ((S)-2-((4-((S)-4-isopropyl-2-oxooxazolidin-3-yl)pyrimidin-2-yl)amino)propanehydrazide). Procedure: A solution of (triethoxymethyl)benzene (360 mg, 1.6 mmol, 5.0 equiv. in 5 mL of benzene and 0.5 mL of glacial AcOH) was added to (S)-2-((4-((S)-4-isopropyl-2-oxooxazolidin-3-yl)pyrimidin-2-yl)amino)propanehydrazide (99 mg, 0.30 mmol, 1.0 equiv.), the reaction mixture was stirred at reflux for 1.5 hours, the solvent was removed to yield the crude product. Silica gel column chromatography (ethyl acetate in heptane 10 to 90%) to yield (S)-4-isopropyl-3-(2-(((S)-1-(5-phenyl-1,3,4-oxadiazol-2-yl)ethy... Run in CCCCCCC (heptane). The reactants are C(CC1=CC=CC=C1)OCCC(=O)O (3-Phenethyloxypropanoic acid), CN(C=O)C (dimethylformamide), resultant solution, C(C(=O)Cl)(=O)Cl (oxalyl chloride). Solvent: ClCCl (dichloromethane). Reaction conditions: time 1 hour. The product is CCCC(C)C (iso-hexane), C(C)OC(CN(C(CCOCCC1=CC=CC=C1)=O)C1=CC=CC=C1)OCC (N-(2,2-Diethoxyethyl)-3-phenethyloxy-N-phenyl-propanamide). RXN SMILES: [CH2:1]([O:9][CH2:10][CH2:11][C:12]([OH:14])=O)[CH2:2][C:3]1[CH:8]=[CH:7][CH:6]=[CH:5][CH:4]=1.[C:15](Cl)(=[O:19])[C:16](Cl)=O.[CH3:21][N:22]([CH3:25])C=O>ClCCl>[CH3:6][CH2:5][CH2:4][CH:3]([CH3:8])[CH3:2].[CH2:1]([O:9][CH:10]([O:19][CH2:15][CH3:16])[CH2:25][N:22]([C:21]1[CH:7]=[CH:8][CH:3]=[CH:4][CH:5]=1)[C:12](=[O:14])[CH2:11][CH2:10][O:9][CH2:1][CH2:2][C:3]1[CH:4]=[CH:5][CH:6]=[CH:7][CH:8]=1)[CH3:2]. Procedure: 3-Phenethyloxypropanoic acid (0.25 g) was dissolved in dichloromethane (8 mL) and treated with oxalyl chloride (0.22 g) and a drop of dimethylformamide at ambient temperature. The resultant solution was stirred at ambient temperature for 1 hour. The solution was then concentrated and azeotroped with dichloromethane (3×8 mL). The collected residue was dissolved in dichloromethane (8 mL) and added to a stirred solution of N-(2,2-diethoxyethyl)aniline (0.27 g) and N-ethyl-N-isopropyl-propan-2-amine... The reactants are C1(CCCCC1)=O (cyclohexanone), C1(CCCCC1)=O (cyclohexanone), C[Si](C)(C)C#N (trimethylsilyl cyanide), NC1=CC=C(C=C1)C (para-toluidine), NC1=CC=C(C=C1)C (para-toluidine), ice. Run in C(C)(=O)O (acetic acid). Run at temperature 10 celsius, time 15 minute. Yields the product C1(=CC=C(C=C1)NC1(CCCCC1)C#N)C (1-p-tolylaminocyclohexanecarbonitrile). As a reaction SMILES: [C:1]1(=O)[CH2:6][CH2:5][CH2:4][CH2:3][CH2:2]1.[NH2:8][C:9]1[CH:14]=[CH:13][C:12]([CH3:15])=[CH:11][CH:10]=1.C[Si]([C:20]#[N:21])(C)C>C(O)(=O)C>[C:12]1([CH3:15])[CH:13]=[CH:14][C:9]([NH:8][C:1]2([C:20]#[N:21])[CH2:6][CH2:5][CH2:4][CH2:3][CH2:2]2)=[CH:10][CH:11]=1. Procedure: 10 g of cyclohexanone (101.9 mmol, 1 eq.) (starting material 1) are dissolved in 150 ml of acetic acid (15 vol.) in a 500 ml three-necked flask, at room temperature and under nitrogen, the mixture is cooled in an ice bath (10° C.) and followed by portionwise addition of 13.1 g of para-toluidine (starting material 2) (122.3 mmol, 1.2 eq.), and the mixture is then stirred for 15 minutes at 10° C. 15 ml (112.1 mmol, 1.1 eq.) of trimethylsilyl cyanide are then introduced. The reaction medium is stir...